This data is from the Open Reaction Database (ORD), a public repository of structured organic reaction records. The task is: describe an organic reaction: reactants, conditions, products, and yield The reactants are COC(=O)c1ccc(O)c(C(C)=O)c1, COC(=O)c1ccccc1OC(C)C, [H-], [Na+], C1COCCO1. Yields the product COC(=O)c1ccc(O)c(C(=O)CC(=O)c2ccccc2OC(C)C)c1. Reaction SMILES: [C:1]([CH3:2])(=[O:3])[c:4]1[cH:5][c:6]([C:7](=[O:8])[O:9][CH3:10])[cH:11][cH:12][c:13]1[OH:14].[CH:15]([CH3:16])([CH3:17])[O:18][c:19]1[c:20]([C:21](=[O:22])[O:23][CH3:24])[cH:25][cH:26][cH:27][cH:28]1.[H-:29].[Na+:30].[O:31]1[CH2:32][CH2:33][O:34][CH2:35][CH2:36]1>>[C:1]([CH2:2][C:21]([c:20]1[c:19]([O:18][CH:15]([CH3:16])[CH3:17])[cH:28][cH:27][cH:26][cH:25]1)=[O:22])(=[O:3])[c:4]1[cH:5][c:6]([C:7](=[O:8])[O:9][CH3:10])[cH:11][cH:12][c:13]1[OH:14].